Task: describe an organic reaction: reactants, conditions, products, and yield. Dataset: the Open Reaction Database (ORD), a public repository of structured organic reaction records The reactants are C(=O)(O)[O-].[Na+] (NaHCO3), NC1=CC(=C(C=N1)C=O)C (6-Amino-4-methyl-3-pyridinecarbaldehyde), C[C@@H]1N(CCNC1)C(=O)OC(C)(C)C (1,1-dimethylethyl (2S)-2-methyl-1-piperazinecarboxylate), C(C)(=O)O[BH-](OC(C)=O)OC(C)=O.[Na+] (sodium tri(acetoxy)borohydride). The solvent is ClCCCl (1,2-DCE). Run at time 8 hour. Product: NC1=CC(=C(C=N1)CN1C[C@@H](N(CC1)C(=O)OC(C)(C)C)C)C (1,1-Dimethylethyl (2S)-4-[(6-amino-4-methyl-3-pyridinyl)methyl]-2-methyl-1-piperazinecarboxylate). The yield is 53.6%. RXN SMILES: [NH2:1][C:2]1[N:7]=[CH:6][C:5]([CH:8]=O)=[C:4]([CH3:10])[CH:3]=1.[CH3:11][C@H:12]1[CH2:17][NH:16][CH2:15][CH2:14][N:13]1[C:18]([O:20][C:21]([CH3:24])([CH3:23])[CH3:22])=[O:19].C(O[BH-](OC(=O)C)OC(=O)C)(=O)C.[Na+].C([O-])(O)=O.[Na+]>ClCCCl>[NH2:1][C:2]1[N:7]=[CH:6][C:5]([CH2:8][N:16]2[CH2:15][CH2:14][N:13]([C:18]([O:20][C:21]([CH3:24])([CH3:23])[CH3:22])=[O:19])[C@@H:12]([CH3:11])[CH2:17]2)=[C:4]([CH3:10])[CH:3]=1 |f:2.3,4.5|. Procedure details: A mixture of 6-amino-4-methyl-3-pyridinecarbaldehyde (D99) (0.053 g, 0.39 mmol), 1,1-dimethylethyl (2S)-2-methyl-1-piperazinecarboxylate (0.117 g, 0.58 mmol) and sodium tri(acetoxy)borohydride (0.206 g, 0.97 mmol) in 1,2-DCE (10 mL) was sonicated to aid dissolution of the starting material then stirred at room temperature overnight. Saturated aqueous NaHCO3 (30 mL) was added and the mixture was stirred for 24 h. The reaction mixture was extracted with DCM (3×10 mL) and the organics were dried an... Starting materials: CC1=NC=CC2=C1OCO2 (2-methyl-3,4-methylenedioxypyridine), C(O)([O-])=O.[Na+] (sodium hydrogen carbonate), C1=CC(=CC(=C1)Cl)C(=O)OO (MCPBA), C1=CC(=CC(=C1)Cl)C(=O)OO (MCPBA). The solvent is C(Cl)Cl (methylene chloride). Yields the product CC1=[N+](C=CC2=C1OCO2)[O-] (2-Methyl-3,4-methylenedioxypyridine-N-oxide). RXN SMILES: [CH3:1][C:2]1[C:7]2[O:8][CH2:9][O:10][C:6]=2[CH:5]=[CH:4][N:3]=1.C(=O)([O-])[OH:12].[Na+].C1C=C(Cl)C=C(C(OO)=O)C=1>C(Cl)Cl>[CH3:1][C:2]1[C:7]2[O:8][CH2:9][O:10][C:6]=2[CH:5]=[CH:4][N+:3]=1[O-:12] |f:1.2|. Procedure: To the methylene chloride solution of 2-methyl-3,4-methylenedioxypyridine from example I 21 sodium hydrogen carbonate (1M, 50 ml) and MCPBA (4 g, 70%) were added. The mixture was stirred at ambient temperature for 15 min whereupon the excess of MCPBA was destroyed with addition of sodium thiosulphate (1 g). The organic phase was separated and the aqueous phase was extracted with methylene chloride (3×50 ml). The collected organic phases were concentrated under reduced pressure and chromatographe... Reactants: C(=O)([O-])[O-].[Na+].[Na+] (Na2CO3), FC=1C=C(C=C(C1)F)B(O)O (3,5-difluorophenylboronic acid), IC1=C(N=C2N(C1=O)C=CS2)C (6-Iodo-7-methyl-5H-[1,3]thiazolo[3,2-a]pyrimidin-5-one), intermediate, Pd[(C6H5)3P]4. Run in O (water), C(C)O (ethanol), C1(=CC=CC=C1)C (toluene). Yields the product FC=1C=C(C=C(C1)F)C1=C(N=C2N(C1=O)C=CS2)C (6-(3,5-Difluorophenyl)-7-methyl-5H-[1,3]thiazolo[3,2-a]pyrimidin-5-one). Reaction SMILES: I[C:2]1[C:7](=[O:8])[N:6]2[CH:9]=[CH:10][S:11][C:5]2=[N:4][C:3]=1[CH3:12].C([O-])([O-])=O.[Na+].[Na+].[F:19][C:20]1[CH:21]=[C:22](B(O)O)[CH:23]=[C:24]([F:26])[CH:25]=1>C1(C)C=CC=CC=1.O.C(O)C>[F:19][C:20]1[CH:21]=[C:22]([C:2]2[C:7](=[O:8])[N:6]3[CH:9]=[CH:10][S:11][C:5]3=[N:4][C:3]=2[CH3:12])[CH:23]=[C:24]([F:26])[CH:25]=1 |f:1.2.3|. Reported procedure: To a solution of Step 2 intermediate (0.300 g, 1.027 mmol) in toluene (10 ml) was added Pd[(C6H5)3P]4 [tetrakis(triphenylphosphine)palladium(0)] (0.048 g. 0.042 mmol) and a solution of Na2CO3 (0.653 g, 6.162 mmol) in water (4 ml). A solution of 3,5-difluorophenylboronic acid (6.5 g, 44.235 mmol) in ethanol (6 ml) was added to the reaction mixture and it was refluxed for 1.5 h. After completion of the reaction mixture, the solvent was concentrated in vacuo, the residue partitioned between ethyl a... The reactants are CS(=O)(=O)Cl (methanesulphonic acid chloride), COC1=C(C=CC(=C1)O)C=1N=C2C=NC=NN2C1 (6-(2-Methoxy-4-hydroxyphenyl)-imidazo[2,1-f][1,2,4]triazine), Cl (hydrochloric acid). Solvent: C(Cl)Cl (methylene chloride), [OH-].[Na+] (sodium hydroxide). Conditions: time 2 hour. Yields the product COC1=C(C=CC(=C1)OS(=O)(=O)C)C=1N=C2C=NC=NN2C1 (6-(2-Methoxy-4-methylsulphonyloxy-phenyl)-imidazo[2,1-f][1,2,4]triazine). As a reaction SMILES: [CH3:1][O:2][C:3]1[CH:8]=[C:7]([OH:9])[CH:6]=[CH:5][C:4]=1[C:10]1[N:11]=[C:12]2[N:17]([CH:18]=1)[N:16]=[CH:15][N:14]=[CH:13]2.[CH3:19][S:20](Cl)(=[O:22])=[O:21].Cl>[OH-].[Na+].C(Cl)Cl>[CH3:1][O:2][C:3]1[CH:8]=[C:7]([O:9][S:20]([CH3:19])(=[O:22])=[O:21])[CH:6]=[CH:5][C:4]=1[C:10]1[N:11]=[C:12]2[N:17]([CH:18]=1)[N:16]=[CH:15][N:14]=[CH:13]2 |f:3.4|. Reported procedure: 55 mg (0.227 mmol) of 6-(2-Methoxy-4-hydroxyphenyl)-imidazo[2,1-f][1,2,4]triazine are dissolved in 12 ml of 1N sodium hydroxide solution. 0.2 ml of methanesulphonic acid chloride are added to the clear yellowish-orange solution and the resulting mixture is stirred for 21/2 hours at ambient temperature. The reaction solution is then adjusted to pH 6 with 1N hydrochloric acid and extracted three times, each time with 25 ml of ethyl acetate. The ethyl acetate phase is dried over sodium sulphate and... Reported procedure: Within a flask having a capacity of 1000 ml, 5-mercapto-1-methyltetrazole of 1000 mmol is solved in methanol of 450 ml, and the solution thus formed is cooled by water bathing. Into the solution thus prepared, 34.5% hydrogen peroxide of 20 ml is dropped slowly. At several minutes after dropping, the reaction generates heat, thus creating precipitate. Yields the product CN1N=NN=C1SSC1=NN=NN1C (5,5'-dithiobis (1-methyltetrazole)). Solvent: CO (methanol). Reactants: SC1=NN=NN1C (5-mercapto-1-methyltetrazole), O (water), OO (hydrogen peroxide). As a reaction SMILES: [SH:1][C:2]1[N:6]([CH3:7])[N:5]=[N:4][N:3]=1.O.OO>CO>[CH3:7][N:6]1[C:2]([S:1][S:1][C:2]2[N:6]([CH3:7])[N:5]=[N:4][N:3]=2)=[N:3][N:4]=[N:5]1.